Dataset: the Open Reaction Database (ORD), a public repository of structured organic reaction records. Task: describe an organic reaction: reactants, conditions, products, and yield Reactants: CN(C)CCO, CC(NC(=O)Cc1cccc(Cl)c1)C(=O)O. Product: CC(NC(=O)Cc1cccc(Cl)c1)C(=O)OCCN(C)C. As a reaction SMILES: [CH3:17][N:18]([CH3:19])[CH2:20][CH2:21][OH:22].[Cl:1][c:2]1[cH:3][c:4]([CH2:8][C:9](=[O:10])[NH:11][CH:12]([CH3:13])[C:14](=[O:15])[OH:16])[cH:5][cH:6][cH:7]1>>[Cl:1][c:2]1[cH:3][c:4]([CH2:8][C:9](=[O:10])[NH:11][CH:12]([CH3:13])[C:14]([O:15][CH2:21][CH2:20][N:18]([CH3:17])[CH3:19])=[O:16])[cH:5][cH:6][cH:7]1. The reactants are BrC1=CC(=C(CN2CCN(CC2)C(=O)OC(C(F)(F)F)C(F)(F)F)C=C1)N1CCOCC1 (1,1,1,3,3,3-hexafluoropropan-2-yl 4-(4-bromo-2-morpholinobenzyl)piperazine-1-carboxylate), C1(=CC=CC=C1)B(O)O (phenylboronic acid), C(=O)([O-])[O-].[K+].[K+] (K2CO3), C1CCOC1 (THF). The reagents and catalysts are C1(=CC=CC=C1)P(C1=CC=CC=C1)[C-]1C=CC=C1.[C-]1(C=CC=C1)P(C1=CC=CC=C1)C1=CC=CC=C1.[Fe+2].[Pd](Cl)Cl (Bis(diphenylphosphino)ferrocene palladium(II)dichloride). Solvent: O (H2O), C(Cl)Cl (CH2Cl2). Run at temperature 70 celsius. The product is O1CCN(CC1)C=1C=C(C=CC1CN1CCN(CC1)C(=O)OC(C(F)(F)F)C(F)(F)F)C1=CC=CC=C1 (1,1,1,3,3,3-hexafluoropropan-2-yl 4-((3-morpholino-[1,1′-biphenyl]-4-yl)methyl)piperazine-1-carboxylate). Yield: 60.3%. Reaction SMILES: Br[C:2]1[CH:26]=[CH:25][C:5]([CH2:6][N:7]2[CH2:12][CH2:11][N:10]([C:13]([O:15][CH:16]([C:21]([F:24])([F:23])[F:22])[C:17]([F:20])([F:19])[F:18])=[O:14])[CH2:9][CH2:8]2)=[C:4]([N:27]2[CH2:32][CH2:31][O:30][CH2:29][CH2:28]2)[CH:3]=1.[C:33]1(B(O)O)[CH:38]=[CH:37][CH:36]=[CH:35][CH:34]=1.C([O-])([O-])=O.[K+].[K+].C1COCC1>C(Cl)Cl.C1(P([C-]2C=CC=C2)C2C=CC=CC=2)C=CC=CC=1.[C-]1(P(C2C=CC=CC=2)C2C=CC=CC=2)C=CC=C1.[Fe+2].[Pd](Cl)Cl.O>[O:30]1[CH2:31][CH2:32][N:27]([C:4]2[CH:3]=[C:2]([C:33]3[CH:38]=[CH:37][CH:36]=[CH:35][CH:34]=3)[CH:26]=[CH:25][C:5]=2[CH2:6][N:7]2[CH2:12][CH2:11][N:10]([C:13]([O:15][CH:16]([C:21]([F:24])([F:23])[F:22])[C:17]([F:20])([F:19])[F:18])=[O:14])[CH2:9][CH2:8]2)[CH2:28][CH2:29]1 |f:2.3.4,7.8.9.10|. Procedure: A round bottom flask was charged with 1,1,1,3,3,3-hexafluoropropan-2-yl 4-(4-bromo-2-morpholinobenzyl)piperazine-1-carboxylate (Example 57, 30 mg, 0.0562 mmol), Bis(diphenylphosphino)ferrocene-palladium(II)dichloride (5 mg, 6.13 μmol), phenylboronic acid (10 mg, 82.0 μmol), and K2CO3 (21 mg, 152 μmol). THF (4 mL) and H2O (0.4 mL) were added and the reaction was heated to 70° C. for 2 h. The reaction was diluted in CH2Cl2 and washed with sat Na2CO3 (2×) and brine (1×). The organics were dried (Na... Reactants: CCCCc1nc(COC)c(C(=O)OC)n1Cc1ccc(-c2ccccc2C(=O)OC(C)(C)C)cc1, Cl, C1COCCO1. Yields the product CCCCc1nc(COC)c(C(=O)OC)n1Cc1ccc(-c2ccccc2C(=O)O)cc1. Reaction SMILES: [C:1]([CH3:2])([CH3:3])([CH3:4])[O:5][C:6](=[O:7])[c:8]1[c:9](-[c:14]2[cH:15][cH:16][c:17]([CH2:20][n:21]3[c:22]([CH2:33][CH2:34][CH2:35][CH3:36])[n:23][c:24]([CH2:30][O:31][CH3:32])[c:25]3[C:26](=[O:27])[O:28][CH3:29])[cH:18][cH:19]2)[cH:10][cH:11][cH:12][cH:13]1.[ClH:37].[O:38]1[CH2:39][CH2:40][O:41][CH2:42][CH2:43]1>>[O:5]=[C:6]([OH:7])[c:8]1[c:9](-[c:14]2[cH:15][cH:16][c:17]([CH2:20][n:21]3[c:22]([CH2:33][CH2:34][CH2:35][CH3:36])[n:23][c:24]([CH2:30][O:31][CH3:32])[c:25]3[C:26](=[O:27])[O:28][CH3:29])[cH:18][cH:19]2)[cH:10][cH:11][cH:12][cH:13]1. Reactants: C1=C2N(C=N1)C(CC2)C2=C(C=C(C#N)C=C2)\C=C\C (4-(6,7-Dihydro-5H-pyrrolo[1,2-c]imidazol-5-yl)-3-((E)-propenyl)benzonitrile), C1CCOC1 (THF). Reagents/catalysts: [Pd] (palladium on carbon). Solvent: CCO (EtOH). Reaction conditions: time 60 hour. Product: C1=C2N(C=N1)C(CC2)C2=C(C=C(C#N)C=C2)CCC (4-(6,7-Dihydro-5H-pyrrolo[1,2-c]imidazol-5-yl)-3-(n-propyl)benzonitrile). RXN SMILES: [CH:1]1[N:5]=[CH:4][N:3]2[CH:6]([C:9]3[CH:16]=[CH:15][C:12]([C:13]#[N:14])=[CH:11][C:10]=3/[CH:17]=[CH:18]/[CH3:19])[CH2:7][CH2:8][C:2]=12.C1COCC1>[Pd].CCO>[CH:1]1[N:5]=[CH:4][N:3]2[CH:6]([C:9]3[CH:16]=[CH:15][C:12]([C:13]#[N:14])=[CH:11][C:10]=3[CH2:17][CH2:18][CH3:19])[CH2:7][CH2:8][C:2]=12. Reported procedure: A suspension of 4-(6,7-Dihydro-5H-pyrrolo[1,2-c]imidazol-5-yl)-3-((E)-propenyl)benzonitrile (0.150 g, 0.602 mmol), 20% (w/w) palladium on carbon (0.040 g), THF (15 mL), and EtOH (15 mL) is stirred under an atmosphere of hydrogen (1 atm) for 60 h. The suspension is the filtered and the filtrate concentrated. The residue is then purified by flash chromatography (Hexane/EtOAc, and then 10% MeOH/EtOAc) to give 4-(6,7-Dihydro-5H-pyrrolo[1,2-c]imidazol-5-yl)-3-(n-propyl)benzonitrile as a white solid. ... Yield: 27.5%. Run at time 8 hour. Procedure: 564 mg of 3,4-dihydro-2,2-dimethyl-4-(2-pyridyl)-2H-1-benzopyran-6-carboxamide were dissolved in 20 ml of dichloromethane at room temperature and 540 mg of m-chloroperbenzoic acid were added. After stirring at room temperature overnight the mixture was washed with sodium bisulphite solution, sodium bicarbonate solution and water. The organic phase was dried over sodium sulphate and evaporated to give a solid which was recrystallized from isopropanol to yield 164 mg of 2-(6-carbamoyl-3,4-dihydro-... The reactants are CC1(OC2=C(C(C1)C1=NC=CC=C1)C=C(C=C2)C(=O)N)C (3,4-dihydro-2,2-dimethyl-4-(2-pyridyl)-2H-1-benzopyran-6-carboxamide), ClC1=CC(=CC=C1)C(=O)OO (m-chloroperbenzoic acid). Run in ClCCl (dichloromethane). Yields the product C(N)(=O)C=1C=CC2=C(C(CC(O2)(C)C)C2=[N+](C=CC=C2)[O-])C1 (2-(6-carbamoyl-3,4-dihydro-2,2-dimethyl-2H-1-benzopyran-4-yl)pyridine N-oxide). RXN SMILES: [CH3:1][C:2]1([CH3:21])[CH2:7][CH:6]([C:8]2[CH:13]=[CH:12][CH:11]=[CH:10][N:9]=2)[C:5]2[CH:14]=[C:15]([C:18]([NH2:20])=[O:19])[CH:16]=[CH:17][C:4]=2[O:3]1.ClC1C=CC=C(C(OO)=[O:30])C=1>ClCCl>[C:18]([C:15]1[CH:16]=[CH:17][C:4]2[O:3][C:2]([CH3:21])([CH3:1])[CH2:7][CH:6]([C:8]3[CH:13]=[CH:12][CH:11]=[CH:10][N+:9]=3[O-:30])[C:5]=2[CH:14]=1)(=[O:19])[NH2:20]. Reactants: C1(=CC=CC=C1)CC(=O)OC(CC1=CC=CC=C1)=O (Phenylacetic acid anhydride), N12C[C@@H](C(CC1)CC2)O ((R)-3-quinuclidinol). Run in C(C)(=O)OCC (ethyl acetate). The product is C1(=CC=CC=C1)CC(=O)O[C@H]1CN2CCC1CC2 ((R)-3-Quinuclidinyl 2-phenylacetate). Yield: 93.3%. As a reaction SMILES: [C:1]1([CH2:7][C:8]([O:10][C:11](=[O:19])[CH2:12][C:13]2[CH:18]=[CH:17][CH:16]=[CH:15][CH:14]=2)=O)[CH:6]=CC=CC=1.[N:20]12CCC(C[CH2:25]1)[C@@H:22](O)[CH2:21]2>C(OCC)(=O)C>[C:13]1([CH2:12][C:11]([O:10][C@@H:8]2[CH:7]3[CH2:1][CH2:6][N:20]([CH2:21][CH2:22]3)[CH2:25]2)=[O:19])[CH:14]=[CH:15][CH:16]=[CH:17][CH:18]=1. Procedure details: Phenylacetic acid anhydride (prepared as described in J. Org. Chem., 1588, 30, 1965) (15 g) was added to a suspension of (R)-3-quinuclidinol (5 g) in ethyl acetate (250 ml) at room temperature. After 178 hour the solvent was evaporated and the residue dissolved in hydrochloric acid (2M). This was washed with ethyl acetate, basified with sodium carbonate and extracted with ethyl acetate. The organic extract was dried over sodium sulphate and evaporated to give the title compound as a yellow oil (... The reactants are Cl, O=C(O)C=Cc1cnc2c(c1)CCC(=O)N2, CNCc1cccc2[nH]ccc12. The product is CN(Cc1cccc2[nH]ccc12)C(=O)C=Cc1cnc2c(c1)CCC(=O)N2. As a reaction SMILES: [ClH:13].[O:14]=[C:15]1[CH2:16][CH2:17][c:18]2[cH:19][c:20]([CH:25]=[CH:26][C:27](=[O:28])[OH:29])[cH:21][n:22][c:23]2[NH:24]1.[nH:1]1[cH:2][cH:3][c:4]2[c:5]([CH2:10][NH:11][CH3:12])[cH:6][cH:7][cH:8][c:9]12>>[nH:1]1[cH:2][cH:3][c:4]2[c:5]([CH2:10][N:11]([CH3:12])[C:27]([CH:26]=[CH:25][c:20]3[cH:19][c:18]4[c:23]([n:22][cH:21]3)[NH:24][C:15](=[O:14])[CH2:16][CH2:17]4)=[O:29])[cH:6][cH:7][cH:8][c:9]12. Starting materials: CC1(CCC(C2=CC=C(C=C12)C(C)=O)=O)C (3,4-dihydro-4,4-dimethyl-6-acetyl-1(2H)-naphthalenone), CC1(CCC(C2=CC(=CC=C12)C(C)=O)=O)C (3,4-dihydro-4,4-dimethyl-7-acetyl-1(2H)-naphthalenone), CC1(CCC(C2=CC(=CC=C12)C(C)=O)=O)C (3,4-dihydro-4,4-dimethyl-7-acetyl-1(2H)-naphthalenone), CC1(CCC(C2=CC=C(C=C12)C(C)=O)=O)C (3,4-dihydro-4,4-dimethyl-6-acetyl-1(2H)-naphthalenone), O.C1(=CC=C(C=C1)S(=O)(=O)O)C (p-toluenesulfonic acid monohydrate), C(CO)O (ethylene glycol). Solvent: C1=CC=CC=C1 (benzene). Product: CC1(C=2C=CC(=CC2C(=CC1)C=1OC=CC1)C#CC1=CC=C(C(=O)O)C=C1)C (4-[(5,6-dihydro-5,5-dimethyl-8-(2-furyl)-2-naphthalenyl)ethynyl]benzoic acid), EtOAc-hexanes. Isolated yield 10.0%. As a reaction SMILES: [CH3:1][C:2]1([CH3:16])[C:11]2[C:6](=[CH:7][C:8]([C:12](=O)[CH3:13])=[CH:9][CH:10]=2)[C:5](=O)[CH2:4][CH2:3]1.CC1(C)[C:27]2[C:22](=[CH:23][CH:24]=[C:25]([C:28](=[O:30])C)[CH:26]=2)C(=O)CC1.[CH2:33]([OH:36])[CH2:34]O.[OH2:37].[C:38]1(C)C=CC(S(O)(=O)=O)=C[CH:39]=1>C1C=CC=CC=1>[CH3:1][C:2]1([CH3:16])[CH2:3][CH:4]=[C:5]([C:38]2[O:36][CH:33]=[CH:34][CH:39]=2)[C:6]2[CH:7]=[C:8]([C:12]#[C:13][C:22]3[CH:23]=[CH:24][C:25]([C:28]([OH:30])=[O:37])=[CH:26][CH:27]=3)[CH:9]=[CH:10][C:11]1=2 |f:3.4|. Procedure: A solution of 1.80 g (8.34 mmol) of a 1:5 mixture of 3,4-dihydro-4,4-dimethyl-7-acetyl-1(2H)-naphthalenone (Compound 100C); and 3,4-dihydro-4,4-dimethyl-6-acetyl-1(2H)-naphthalenone (Compound 100D) in 50 ml benzene was combined with 517.7 mg (8.34 mmol) of ethylene glycol and 20.0 mg (0.11 mmol) of p-toluenesulfonic acid monohydrate. The resulting solution was heated to reflux for 18 hours, cooled to room temperature, and concentrated under reduced pressure. The title compound was isolated by co... The reactants are ClC1=NC=CC(=N1)N(C1=CC2=C(N(C(=N2)NCC2=CC(=CC=C2)F)C)C=C1)C (N5-(2-chloro-pyrimidin-4-yl)-N2-(3-fluoro-benzyl)-1,N5-dimethyl-1H-benzoimidazole-2,5-diamine), CS(=O)(=O)CC1=CC=C(N)C=C1 (4-[(methylsulfonyl)methyl]aniline). The product is Cl.FC=1C=C(CNC2=NC3=C(N2C)C=CC(=C3)N(C)C3=NC(=NC=C3)NC3=CC=C(C=C3)CS(=O)(=O)C)C=CC1 (N2-(3-Fluoro-benzyl)-N5-[2-(4-methanesulfonylmethyl-phenylamino)-pyrimidin-4-yl]-1,N5-dimethyl-1H-benzoimidazole-2,5-diamine hydrochloride). RXN SMILES: [Cl:1][C:2]1[N:7]=[C:6]([N:8]([CH3:28])[C:9]2[CH:27]=[CH:26][C:12]3[N:13]([CH3:25])[C:14]([NH:16][CH2:17][C:18]4[CH:23]=[CH:22][CH:21]=[C:20]([F:24])[CH:19]=4)=[N:15][C:11]=3[CH:10]=2)[CH:5]=[CH:4][N:3]=1.[CH3:29][S:30]([CH2:33][C:34]1[CH:40]=[CH:39][C:37]([NH2:38])=[CH:36][CH:35]=1)(=[O:32])=[O:31]>>[ClH:1].[F:24][C:20]1[CH:19]=[C:18]([CH:23]=[CH:22][CH:21]=1)[CH2:17][NH:16][C:14]1[N:13]([CH3:25])[C:12]2[CH:26]=[CH:27][C:9]([N:8]([C:6]3[CH:5]=[CH:4][N:3]=[C:2]([NH:38][C:37]4[CH:39]=[CH:40][C:34]([CH2:33][S:30]([CH3:29])(=[O:32])=[O:31])=[CH:35][CH:36]=4)[N:7]=3)[CH3:28])=[CH:10][C:11]=2[N:15]=1 |f:2.3|. Reported procedure: The title compound was prepared following the procedure of example two with N5-(2-chloro-pyrimidin-4-yl)-N2-(3-fluoro-benzyl)-1,N5-dimethyl-1H-benzoimidazole-2,5-diamine (99 mg, 0.25 mmol) and 4-[(methylsulfonyl)methyl]aniline (46 mg, 0.25 mmol) as a white solid (44 mg, 30%). 1H NMR (300 MHz, d6-DMSO) δ 10.64 (s, 1H), 9.82 (s, 1H), 7.93 (d, J=6.9 Hz, 1H), 7.57-7.66 (m, 3H), 7.28-7.43 (m, 7H), 7.12 (m, 1H), 5.94 (s, 1H), 4.80 (d, J=5.7 Hz, 2H), 4.41 (s, 2H), 3.76 (s, 3H), 3.50 (s, 3H), 2.87 (s, 3...